Dataset: the Open Reaction Database (ORD), a public repository of structured organic reaction records. Task: describe an organic reaction: reactants, conditions, products, and yield Reactants: C=C(CO)COC(=O)NCCCCCCCCCCCCCCCCCC, CN(C)c1ccncc1, C(=NC1CCCCC1)=NC1CCCCC1, ClC(Cl)Cl, O=C(O)CCCCCBr. Product: C=C(COC(=O)CCCCCBr)COC(=O)NCCCCCCCCCCCCCCCCCC. RXN SMILES: [CH2:1]([CH2:2][CH2:3][CH2:4][CH2:5][CH2:6][CH2:7][CH2:8][CH2:9][CH2:10][CH2:11][CH2:12][CH2:13][CH2:14][CH2:15][CH2:16][CH2:17][CH3:18])[NH:19][C:20](=[O:21])[O:22][CH2:23][C:24]([CH2:25][OH:26])=[CH2:27].[CH3:52][N:53]([CH3:54])[c:55]1[cH:56][cH:57][n:58][cH:59][cH:60]1.[CH:28]1([N:29]=[C:30]=[N:31][CH:32]2[CH2:33][CH2:34][CH2:35][CH2:36][CH2:37]2)[CH2:38][CH2:39][CH2:40][CH2:41][CH2:42]1.[CH:61]([Cl:62])([Cl:63])[Cl:64].[OH:43][C:44](=[O:45])[CH2:46][CH2:47][CH2:48][CH2:49][CH2:50][Br:51]>>[CH2:1]([CH2:2][CH2:3][CH2:4][CH2:5][CH2:6][CH2:7][CH2:8][CH2:9][CH2:10][CH2:11][CH2:12][CH2:13][CH2:14][CH2:15][CH2:16][CH2:17][CH3:18])[NH:19][C:20](=[O:21])[O:22][CH2:23][C:24]([CH2:25][O:26][C:44](=[O:43])[CH2:46][CH2:47][CH2:48][CH2:49][CH2:50][Br:51])=[CH2:27].